describe an organic reaction: reactants, conditions, products, and yield From a dataset of the Open Reaction Database (ORD), a public repository of structured organic reaction records. The reactants are ClCCNC(=O)N(C1[C@H](O)[C@H](O)[C@H](O1)CO)CC1=CC=CO1 (1-(2-chloroethyl)-3-furfuryl-3-(D-ribofuranosyl)urea), [N+](=O)([N+](=O)[O-])[O-] (nitrogen tetroxide). The product is ClCCN(C(=O)N(C1[C@H](O)[C@H](O)[C@H](O1)CO)CC1=CC=CO1)N=O (1-(2-chloroethyl)-1-nitroso-3-furfuryl-3-(D-ribofuranosyl)urea). Reaction SMILES: [Cl:1][CH2:2][CH2:3][NH:4][C:5]([N:7]([CH2:17][C:18]1[O:22][CH:21]=[CH:20][CH:19]=1)[CH:8]1[O:14][C@H:13]([CH2:15][OH:16])[C@@H:11]([OH:12])[C@H:9]1[OH:10])=[O:6].[N+:23]([O-])([N+]([O-])=O)=[O:24]>>[Cl:1][CH2:2][CH2:3][N:4]([N:23]=[O:24])[C:5]([N:7]([CH2:17][C:18]1[O:22][CH:21]=[CH:20][CH:19]=1)[CH:8]1[O:14][C@H:13]([CH2:15][OH:16])[C@@H:11]([OH:12])[C@H:9]1[OH:10])=[O:6]. Reported procedure: 3.3 g of 1-(2-chloroethyl)-3-furfuryl-3-(D-ribofuranosyl)urea and 5.0 of nitrogen tetroxide gas are treated in the same manner as described in Example 31-(2). 2.2 g of 1-(2-chloroethyl)-1-nitroso-3-furfuryl-3-(D-ribofuranosyl)urea are thereby obtained as yellow powder.